This data is from the Open Reaction Database (ORD), a public repository of structured organic reaction records. The task is: describe an organic reaction: reactants, conditions, products, and yield Starting materials: C(C)(C)SC1=CC=C(C=C1)C=1C=C(SC1)C(=O)O (4-(4-(isopropylthio)phenyl)thiophene-2-carboxylic acid), C(C)(C)SC1=CC=C(C=C1)C=1C=C(SC1)C(=O)O (4-(4-(isopropylthio)phenyl)thiophene-2-carboxylic acid), C(CC)SC1=CC=C(C=C1)B(O)O (4-(propylthio)phenylboronic acid). Yields the product C(CC)SC1=CC=C(C=C1)C=1C=C(SC1)C(=O)O (4-(4-(propylthio)phenyl)thiophene-2-carboxylic acid). RXN SMILES: [CH:1]([S:4][C:5]1[CH:10]=[CH:9][C:8]([C:11]2[CH:12]=[C:13]([C:16]([OH:18])=[O:17])[S:14][CH:15]=2)=[CH:7][CH:6]=1)([CH3:3])C.[CH2:19](SC1C=CC(B(O)O)=CC=1)CC>>[CH2:1]([S:4][C:5]1[CH:6]=[CH:7][C:8]([C:11]2[CH:12]=[C:13]([C:16]([OH:18])=[O:17])[S:14][CH:15]=2)=[CH:9][CH:10]=1)[CH2:3][CH3:19]. Procedure details: The title compound was prepared in a similar manner as described in the preparation of 4-(4-(isopropylthio)phenyl)thiophene-2-carboxylic acid (compound 73, example 12), except commercially available 4-(propylthio)phenylboronic acid was used in the place of 4-(isopropylthio)phenylboronic acid. The reactants are CC1CCCCC1O, [Cl-], Clc1cc(Cl)ncn1, [H-], [NH4+], [Na+], C1CCOC1. The product is CC1CCCCC1Oc1cc(Cl)ncn1. RXN SMILES: [CH3:3][CH:4]1[CH:5]([OH:10])[CH2:6][CH2:7][CH2:8][CH2:9]1.[Cl-:19].[Cl:11][c:12]1[n:13][cH:14][n:15][c:16]([Cl:18])[cH:17]1.[H-:1].[NH4+:20].[Na+:2].[O:21]1[CH2:22][CH2:23][CH2:24][CH2:25]1>>[CH3:3][CH:4]1[CH:5]([O:10][c:16]2[n:15][cH:14][n:13][c:12]([Cl:11])[cH:17]2)[CH2:6][CH2:7][CH2:8][CH2:9]1. Reactants: mixture, C(=O)O (formic acid), C1(=CC=CC=C1)C1OC(CC(O1)=O)=O (2-phenyl-1,3-dioxane-4,6-dione), C(C1=CC(OC)=C(OC)C=C1)=O (veratraldehyde). The solvent is C(C)N(CC)CC (triethylamine). Yields the product COC=1C=C(C=CC1OC)CCC(=O)O (3-(3,4-dimethoxyphenyl)propionic acid). RXN SMILES: C(O)=O.[C:4]1([CH:10]2[O:15]C(=O)CC(=O)[O:11]2)C=CC=CC=1.[CH:18](=O)[C:19]1[CH:28]=[CH:27][C:24]([O:25][CH3:26])=[C:21]([O:22][CH3:23])[CH:20]=1>C(N(CC)CC)C>[CH3:23][O:22][C:21]1[CH:20]=[C:19]([CH2:18][CH2:4][C:10]([OH:15])=[O:11])[CH:28]=[CH:27][C:24]=1[O:25][CH3:26]. Procedure: 25 ml of the mixture of formic acid and triethylamine prepared as described in Example 1 were added to a mixture of 4.8 g (0.025 mol) of 2-phenyl-1,3-dioxane-4,6-dione (m.p.: 148° C.) and 4.15 g (0.025 mol) of veratraldehyde. The reaction was carried out according to Example 1. Product: c1ccc(-c2ccccn2)cc1. The reactants are Brc1ccccn1, O=C([O-])[O-], CC(=O)[O-], CC(=O)[O-], Cc1ccccc1, [K+], [K+], O, [Pd+2], CC(=C(c1ccccc1)c1ccccc1)P(C1CCCCC1)C1CCCCC1, OB(O)Oc1ccccc1. Reaction SMILES: [Br:1][c:2]1[n:3][cH:4][cH:5][cH:6][cH:7]1.[C:18](=[O:19])([O-:20])[O-:21].[C:52]([O-:53])(=[O:54])[CH3:55].[C:57]([O-:58])(=[O:59])[CH3:60].[CH3:61][c:62]1[cH:63][cH:64][cH:65][cH:66][cH:67]1.[K+:22].[K+:23].[OH2:68].[Pd+2:56].[c:24]1([C:25]([c:26]2[cH:27][cH:28][cH:29][cH:30][cH:31]2)=[C:32]([P:33]([CH:34]2[CH2:35][CH2:36][CH2:37][CH2:38][CH2:39]2)[CH:40]2[CH2:41][CH2:42][CH2:43][CH2:44][CH2:45]2)[CH3:46])[cH:47][cH:48][cH:49][cH:50][cH:51]1.[c:8]1([O:14][B:15]([OH:16])[OH:17])[cH:9][cH:10][cH:11][cH:12][cH:13]1>>[c:2]1(-[c:8]2[cH:9][cH:10][cH:11][cH:12][cH:13]2)[n:3][cH:4][cH:5][cH:6][cH:7]1. The reactants are OC1=CC=C(C(=O)OC)C=C1 (methyl 4-hydroxybenzoate), [N+](=O)([O-])C1=CC=C(C=C1)S(=O)(=O)OC[C@@H]1C(C1)(F)F (((1R)-2,2-difluorocyclopropyl)methyl 4-nitrobenzenesulfonate). The product is FC1([C@H](C1)COC1=CC=C(C(=O)OC)C=C1)F (methyl 4-(((1R)-2,2-difluorocyclopropyl)methoxy)benzoate). As a reaction SMILES: [OH:1][C:2]1[CH:11]=[CH:10][C:5]([C:6]([O:8][CH3:9])=[O:7])=[CH:4][CH:3]=1.[N+](C1C=CC(S(O[CH2:25][C@H:26]2[CH2:28][C:27]2([F:30])[F:29])(=O)=O)=CC=1)([O-])=O>>[F:29][C:27]1([F:30])[CH2:28][C@@H:26]1[CH2:25][O:1][C:2]1[CH:3]=[CH:4][C:5]([C:6]([O:8][CH3:9])=[O:7])=[CH:10][CH:11]=1. Procedure: Using methyl 4-hydroxybenzoate and ((1R)-2,2-difluorocyclopropyl)methyl 4-nitrobenzenesulfonate, and in the same manner as in Example 5, the title compound was obtained. 1H NMR (300 MHz, DMSO-d6) δ 1.41-1.61 (1H, m), 1.66-1.84 (1H, m), 2.13-2.38 (1H, m), 3.81 (3H, s), 3.99-4.14 (1H, m), 4.18-4.31 (1H, m), 7.00-7.15 (2H, m), 7.85-7.97 (2H, m). The reactants are COC1=CC=C(OC=2C=C(C=O)C=CC2)C=C1 (3-(4-Methoxyphenoxy)benzaldehyde), [C@@H]1(CCCC2=CC=CC=C12)N ((1S)-1,2,3,4-tetrahydro-1-naphthalenylamine). The product is COC1=CC=C(OC=2C=C(CN[C@H]3CCCC4=CC=CC=C34)C=CC2)C=C1 (N-[3-(4-methoxyphenoxy)benzyl]-N-[(1S)-1,2,3,4-tetrahydro-1-naphthalenyl]amine). RXN SMILES: [CH3:1][O:2][C:3]1[CH:17]=[CH:16][C:6]([O:7][C:8]2[CH:9]=[C:10]([CH:13]=[CH:14][CH:15]=2)[CH:11]=O)=[CH:5][CH:4]=1.[C@@H:18]1([NH2:28])[C:27]2[C:22](=[CH:23][CH:24]=[CH:25][CH:26]=2)[CH2:21][CH2:20][CH2:19]1>>[CH3:1][O:2][C:3]1[CH:17]=[CH:16][C:6]([O:7][C:8]2[CH:9]=[C:10]([CH:13]=[CH:14][CH:15]=2)[CH2:11][NH:28][C@@H:18]2[C:27]3[C:22](=[CH:23][CH:24]=[CH:25][CH:26]=3)[CH2:21][CH2:20][CH2:19]2)=[CH:5][CH:4]=1. Procedure: 3-(4-Methoxyphenoxy)benzaldehyde and (1S)-1,2,3,4-tetrahydro-1-naphthalenylamine were processed as described in Example 1A to provide the title compound. Starting materials: C(C)OC12N=C(SC1COC2)N (3a-Ethoxy-3a,4,6,6a-tetrahydrofuro[3,4-d]thiazol-2-ylamine), BrCCOC (1-bromo-2-methoxyethane). Product: C(C)OC12N(C(SC1COC2)=N)CCOC (3a-Ethoxy-3-(2-methoxy-ethyl)-tetrahydro-furo[3,4-d]thiazol-2-ylideneamine). Reaction SMILES: [CH2:1]([O:3][C:4]12[CH2:11][O:10][CH2:9][CH:8]1[S:7][C:6]([NH2:12])=[N:5]2)[CH3:2].Br[CH2:14][CH2:15][O:16][CH3:17]>>[CH2:1]([O:3][C:4]12[CH2:11][O:10][CH2:9][CH:8]1[S:7][C:6](=[NH:12])[N:5]2[CH2:14][CH2:15][O:16][CH3:17])[CH3:2]. Procedure: The product from Example 125B and 1-bromo-2-methoxyethane were processed using the method described in Example 12A to afford the title compound. MS (ESI+) m/z 247 (M+H)+. The reactants are N1CCC(CC1)COC1=NOC2=C1C(=CC=C2)OCC2(CCCC2)CO ([1-({[3-(Piperidin-4-ylmethoxy)-1,2-benzisoxazol-4-yl]oxy}methyl)cyclopentyl]methanol), C(=O)C1(CCOCC1)C(=O)OC (Methyl 4-formyltetrahydro-2H-pyran-4-carboxylate), C(=O)C1(CCC1)C(=O)OC (methyl 1-formylcyclobutane-carboxylate). The product is OCC1(CCCC1)COC1=CC=CC2=C1C(=NO2)OCC2CCN(CC2)CC2(CCOCC2)C(=O)OC (Methyl 4-[(4-{[(4-{[1-(hydroxymethyl)cyclopentyl]methoxy}-1,2-benzisoxazol-3-yl)oxy]methyl}-piperidin-1-yl)methyl]tetrahydro-2H-pyran-4-carboxylate). Reaction SMILES: [NH:1]1[CH2:6][CH2:5][CH:4]([CH2:7][O:8][C:9]2[C:13]3[C:14]([O:18][CH2:19][C:20]4([CH2:25][OH:26])[CH2:24][CH2:23][CH2:22][CH2:21]4)=[CH:15][CH:16]=[CH:17][C:12]=3[O:11][N:10]=2)[CH2:3][CH2:2]1.[CH:27]([C:29]1([C:35]([O:37][CH3:38])=[O:36])[CH2:34][CH2:33][O:32][CH2:31][CH2:30]1)=O.C(C1(C(OC)=O)CCC1)=O>>[OH:26][CH2:25][C:20]1([CH2:19][O:18][C:14]2[C:13]3[C:9]([O:8][CH2:7][CH:4]4[CH2:5][CH2:6][N:1]([CH2:27][C:29]5([C:35]([O:37][CH3:38])=[O:36])[CH2:34][CH2:33][O:32][CH2:31][CH2:30]5)[CH2:2][CH2:3]4)=[N:10][O:11][C:12]=3[CH:17]=[CH:16][CH:15]=2)[CH2:21][CH2:22][CH2:23][CH2:24]1. Procedure details: The title compound was prepared according to the procedure described in Step 3 of EXAMPLE 2 using [1-({[3-(Piperidin-4-ylmethoxy)-1,2-benzisoxazol-4-yl]oxy}methyl)cyclopentyl]methanol (EXAMPLE 51, Step 4) and methyl 4-formyltetrahydro-2H-pyran-4-carboxylate (EXAMPLE 18, Step 1) instead of 3-(piperidin-4-ylmethoxy)-4-(2,2,2-trifluoroethoxy)-1,2-benzisoxazole and methyl 1-formylcyclobutane-carboxylate. Reactants: N1=C(C=CC2=CC=CC=C12)COC1=CC=C(OCC2=CC=CC=3N=C(OC32)C(=O)OCC)C=C1 (ethyl 7-(4-(quinoline-2-ylmethyloxy)phenoxymethyl)benzoxazole-2-carboxylate), C([O-])(O)=O.[Na+] (sodium bicarbonate). Run in O (water), C(C)O (ethanol). The product is N1=C(C=CC2=CC=CC=C12)COC1=CC=C(OCC2=CC=CC=3N=C(OC32)C(=O)O)C=C1 (7-(4-(quinolin-2-ylmethyloxy)phenoxymethyl)benzoxazole-2-carboxylic acid). As a reaction SMILES: [N:1]1[C:10]2[C:5](=[CH:6][CH:7]=[CH:8][CH:9]=2)[CH:4]=[CH:3][C:2]=1[CH2:11][O:12][C:13]1[CH:34]=[CH:33][C:16]([O:17][CH2:18][C:19]2[C:27]3[O:26][C:25]([C:28]([O:30]CC)=[O:29])=[N:24][C:23]=3[CH:22]=[CH:21][CH:20]=2)=[CH:15][CH:14]=1.C(=O)(O)[O-].[Na+]>C(O)C.O>[N:1]1[C:10]2[C:5](=[CH:6][CH:7]=[CH:8][CH:9]=2)[CH:4]=[CH:3][C:2]=1[CH2:11][O:12][C:13]1[CH:14]=[CH:15][C:16]([O:17][CH2:18][C:19]2[C:27]3[O:26][C:25]([C:28]([OH:30])=[O:29])=[N:24][C:23]=3[CH:22]=[CH:21][CH:20]=2)=[CH:33][CH:34]=1 |f:1.2|. Procedure: 0.66 g of ethyl 7-(4-(quinoline-2-ylmethyloxy)phenoxymethyl)benzoxazole-2-carboxylate and 0.7 g sodium bicarbonate are combined in 50 ml of ethanol and 5 ml of water. After refluxing for 1.5 hours the mixture is concentrated and the residue diluted with ether. The resulting solid is collected, suspended in water and the pH adjusted to 6 with 1 molar hydrochloric acid. The resulting solid is crystallized from aqueous acetic acid, then tetrahydrofuran/hexane to give 7-(4-(quinolin-2-ylmethyloxy)ph...